From a dataset of the Open Reaction Database (ORD), a public repository of structured organic reaction records. describe an organic reaction: reactants, conditions, products, and yield The reactants are O[C@H]1CN(CCN(C1)C(=O)OC(C)(C)C)C1=NC(=CC=C1)N1N=CC=2C=NC(=CC21)C=2C=NN(C2)CC(F)(F)F (tert-butyl(S)-6-hydroxy-4-(6-(6-(1-(2,2,2-trifluoroethyl)-1H-pyrazol-4-yl)-1H-pyrazolo[4,3-c]pyridin-1-yl)pyridin-2-yl)-1,4-diazepane-1-carboxylate). The solvent is Cl.CO (HCl MeOH). Reaction conditions: time 3 hour. The product is FC(CN1N=CC(=C1)C1=CC2=C(C=N1)C=NN2C2=CC=CC(=N2)N2CCNC[C@H](C2)O)(F)F ((R)-1-(6-(6-(1-(2,2,2-trifluoroethyl)-1H-pyrazol-4-yl)-1H-pyrazolo[4,3-c]pyridine-1-yl)pyridin-2-yl)-1,4-diazepan-6-ol). Isolated yield 50.3%. RXN SMILES: [OH:1][C@@H:2]1[CH2:8][N:7](C(OC(C)(C)C)=O)[CH2:6][CH2:5][N:4]([C:16]2[CH:21]=[CH:20][CH:19]=[C:18]([N:22]3[C:30]4[CH:29]=[C:28]([C:31]5[CH:32]=[N:33][N:34]([CH2:36][C:37]([F:40])([F:39])[F:38])[CH:35]=5)[N:27]=[CH:26][C:25]=4[CH:24]=[N:23]3)[N:17]=2)[CH2:3]1>Cl.CO>[F:40][C:37]([F:38])([F:39])[CH2:36][N:34]1[CH:35]=[C:31]([C:28]2[N:27]=[CH:26][C:25]3[CH:24]=[N:23][N:22]([C:18]4[N:17]=[C:16]([N:4]5[CH2:3][C@H:2]([OH:1])[CH2:8][NH:7][CH2:6][CH2:5]5)[CH:21]=[CH:20][CH:19]=4)[C:30]=3[CH:29]=2)[CH:32]=[N:33]1 |f:1.2|. Procedure: A mixture of tert-butyl(S)-6-hydroxy-4-(6-(6-(1-(2,2,2-trifluoroethyl)-1H-pyrazol-4-yl)-1H-pyrazolo[4,3-c]pyridin-1-yl)pyridin-2-yl)-1,4-diazepane-1-carboxylate (70 mg, 0.13 mmol) in HCl/MeOH (4.0 M, 10 mL) was stirred at room temperature for 3 hours, which was monitored by LCMS. After completion of the reaction, the reaction mixture was concentrated under reduced pressure. The crude material was purified by reverse phase prep-HPLC to afford (R)-1-(6-(6-(1-(2,2,2-trifluoroethyl)-1H-pyrazol-4-yl)... The reactants are ClC1=CC=C(C=C1)S(=O)(=O)NC(C(=O)NCCCCC(=O)OC)COS(=O)(=O)C ((RS)-2-(4-chlorobenzenesulfonylamino)-3-methanesulfonyloxy-N-(4-methoxycarbonylbutyl)propanamide), OC=1C=NC=CC1 (3-hydroxypyridine). Yields the product ClC1=CC=C(C=C1)S(=O)(=O)NC(C(=O)NCCCCC(=O)OC)COC=1C=NC=CC1 ((RS)-2-(4-chlorobenzenesulfonylamino)-N-(4-methoxycarbonylbutyl)-3-(pyridin-3-yloxy)propanamide). Reaction SMILES: [Cl:1][C:2]1[CH:7]=[CH:6][C:5]([S:8]([NH:11][CH:12]([CH2:24][O:25]S(C)(=O)=O)[C:13]([NH:15][CH2:16][CH2:17][CH2:18][CH2:19][C:20]([O:22][CH3:23])=[O:21])=[O:14])(=[O:10])=[O:9])=[CH:4][CH:3]=1.O[C:31]1[CH:32]=[N:33][CH:34]=[CH:35][CH:36]=1>>[Cl:1][C:2]1[CH:7]=[CH:6][C:5]([S:8]([NH:11][CH:12]([CH2:24][O:25][C:31]2[CH:32]=[N:33][CH:34]=[CH:35][CH:36]=2)[C:13]([NH:15][CH2:16][CH2:17][CH2:18][CH2:19][C:20]([O:22][CH3:23])=[O:21])=[O:14])(=[O:10])=[O:9])=[CH:4][CH:3]=1. Procedure: The procedure described in Example 105 was repeated, except that (RS)-2-(4-chlorobenzenesulfonylamino)-3-methanesulfonyloxy-N-(4-methoxycarbonylbutyl)propanamide (65.7 mg) was reacted with 3-hydroxypyridine to obtain (RS)-2-(4-chlorobenzenesulfonylamino)-N-(4-methoxycarbonylbutyl)-3-(pyridin-3-yloxy)propanamide (64.3 mg).